From a dataset of the Open Reaction Database (ORD), a public repository of structured organic reaction records. describe an organic reaction: reactants, conditions, products, and yield The reactants are LiBHEt3, BrC1=CC=C(C=C1)[C@H](C)N1C(OC(CC1)(CC1(OC1)C)CC1CC1)=O (3-[(S)-1-(4-bromophenyl)ethyl]-6-(cyclopropylmethyl)-6-[(2-methyloxiran-2-yl)methyl]-1,3-oxazinan-2-one), OO (H2O2). Solvent: COC(C)(C)C (tert-butyl methyl ether), O1CCCC1 (tetrahydrofuran). Run at temperature 2.5 celsius, time 1.5 hour. The product is BrC1=CC=C(C=C1)[C@H](C)N1C(O[C@@](CC1)(CC(C)(C)O)CC1CC1)=O (3-[(S)-1-(4-bromo-phenyl)-ethyl]-(S)-6-cyclopropylmethyl-6-(2-hydroxy-2-methylpropyl)-[1,3]oxazinan-2-one). Reaction SMILES: [Br:1][C:2]1[CH:7]=[CH:6][C:5]([C@@H:8]([N:10]2[CH2:15][CH2:14][C:13]([CH2:21][CH:22]3[CH2:24][CH2:23]3)([CH2:16][C:17]3([CH3:20])[CH2:19][O:18]3)[O:12][C:11]2=[O:25])[CH3:9])=[CH:4][CH:3]=1.OO>O1CCCC1.COC(C)(C)C>[Br:1][C:2]1[CH:7]=[CH:6][C:5]([C@@H:8]([N:10]2[CH2:15][CH2:14][C@@:13]([CH2:21][CH:22]3[CH2:24][CH2:23]3)([CH2:16][C:17]([OH:18])([CH3:20])[CH3:19])[O:12][C:11]2=[O:25])[CH3:9])=[CH:4][CH:3]=1. Procedure: LiBHEt3 solution (1 mol/L, 34 mL) was added dropwise to a solution of 3-[(S)-1-(4-bromophenyl)ethyl]-6-(cyclopropylmethyl)-6-[(2-methyloxiran-2-yl)methyl]-1,3-oxazinan-2-one (1.40 g) in tetrahydrofuran (200 mL) at 0° C. The resulting solution was stirred at 2-3° C. for 1.5 h and then at room temperature for another 3 h. 30% aqueous H2O2 solution (30 mL) was added dropwise at 0° C. and the mixture was diluted with tert-butyl methyl ether (200 mL). The mixture was washed with 3% aqueous Na2S2O3 so... The reactants are Cl (hydrochloric acid), C([O-])([O-])=O.[Na+].[Na+] (sodium carbonate), ClCC(=C)CCl (2-chloromethyl-3-chloro-1-propene), C(C)(=O)C=1C=CC(=C(C=O)C1)O (5-acetyl-2-hydroxybenzaldehyde). Reagents/catalysts: [I-].C(CCC)[N+](CCCC)(CCCC)CCCC (tetrabutylammonium iodide). Solvent: O (water), CN(C=O)C (N,N-dimethylformamide). Reaction conditions: time 21 hour. Yields the product C(C)(=O)C=1C=CC(=C(C=O)C1)OCC(=C)CCl (5-acetyl-2-{[2-(chloromethyl)-2-propenyl]oxy}benzaldehyde). Isolated yield 52.7%. Reaction SMILES: C(=O)([O-])[O-].[Na+].[Na+].[Cl:7][CH2:8][C:9]([CH2:11]Cl)=[CH2:10].[C:13]([C:16]1[CH:17]=[CH:18][C:19]([OH:24])=[C:20]([CH:23]=1)[CH:21]=[O:22])(=[O:15])[CH3:14].Cl>[I-].C([N+](CCCC)(CCCC)CCCC)CCC.CN(C)C=O.O>[C:13]([C:16]1[CH:17]=[CH:18][C:19]([O:24][CH2:11][C:9]([CH2:8][Cl:7])=[CH2:10])=[C:20]([CH:23]=1)[CH:21]=[O:22])(=[O:15])[CH3:14] |f:0.1.2,6.7|. Reported procedure: 6.02 g (16.31 mmol) of tetrabutylammonium iodide, 6.17 g (2.5 equivalents) of sodium carbonate and, finally, 6.7 ml (58.2 mmol) of 2-chloromethyl-3-chloro-1-propene are successively added to 3.82 g (23 mmol) of 5-acetyl-2-hydroxybenzaldehyde, prepared according to Tromelin, A. et al., Synthesis, (1985), 1074–1076, and then Laali, K. et al., Journal of Organic Chemistry, 58, (1993), 1385–1392, in solution in 250 ml of N,N-dimethylformamide. The medium is stirred for 21 hours. After addition of wa... The reactants are CN1C2=C(C=3C=CC=CC13)C(N(CC2)CC2=C(N=CO2)C)=O (2,3,4,5-tetrahydro-5-methyl-2-[(4-methyloxazol-5-yl)methyl]-1H-pyrido[4,3-b]indol-1-one), C(=O)N (formamide). The solvent is O (water). The product is CN1C2=C(C=3C=CC=CC13)C(N(CC2)CC=2N=CNC2C)=O (2,3,4,5-Tetrahydro-5-methyl-2-[(5-methyl-1H-imidazol-4-yl)methyl]-1H-pyrido[4,3-b]indol-1-one). RXN SMILES: [CH3:1][N:2]1[C:10]2[CH:9]=[CH:8][CH:7]=[CH:6][C:5]=2[C:4]2[C:11](=[O:22])[N:12]([CH2:15][C:16]3O[CH:19]=[N:18][C:17]=3[CH3:21])[CH2:13][CH2:14][C:3]1=2.C([NH2:25])=O>O>[CH3:1][N:2]1[C:10]2[CH:9]=[CH:8][CH:7]=[CH:6][C:5]=2[C:4]2[C:11](=[O:22])[N:12]([CH2:15][C:16]3[N:25]=[CH:19][NH:18][C:17]=3[CH3:21])[CH2:13][CH2:14][C:3]1=2. Reported procedure: A mixture of 2,3,4,5-tetrahydro-5-methyl-2-[(4-methyloxazol-5-yl)methyl]-1H-pyrido[4,3-b]indol-1-one (100 mg) in formamide (20 ml) was heated at 180° for 24 h. The mixture was then cooled, diluted with water (100 ml) and extracted with dichloromethane (3×100 ml). The combined organic extracts were concentrated in vacuo and the residue was purified by FCC eluting with System A (100:8:1) to give the title compound (40 mg) as a solid. The 1H-n.m.r. and t.l.c. data for this material were consistent ... Starting materials: CC(=O)n1[nH]c(=O)c(Cc2ccc(OC(C)C)cc2)c1C, O=C([O-])[O-], CC(C)(C)C(=O)OCC1OC(Br)C(OC(=O)C(C)(C)C)C(OC(=O)C(C)(C)C)C1OC(=O)C(C)(C)C, CC#N, [K+], [K+], C1CCOC1. Product: CC(=O)n1nc(OC2OC(COC(=O)C(C)(C)C)C(OC(=O)C(C)(C)C)C(OC(=O)C(C)(C)C)C2OC(=O)C(C)(C)C)c(Cc2ccc(OC(C)C)cc2)c1C. RXN SMILES: [C:1]([CH3:2])(=[O:3])[n:4]1[nH:5][c:6](=[O:21])[c:7]([CH2:10][c:11]2[cH:12][cH:13][c:14]([O:17][CH:18]([CH3:19])[CH3:20])[cH:15][cH:16]2)[c:8]1[CH3:9].[C:22](=[O:23])([O-:24])[O-:25].[C:28]([C:29]([CH3:30])([CH3:31])[CH3:32])(=[O:33])[O:34][CH:35]1[CH:36]([Br:63])[O:37][CH:38]([CH2:55][O:56][C:57]([C:58]([CH3:59])([CH3:60])[CH3:61])=[O:62])[CH:39]([O:48][C:49]([C:50]([CH3:51])([CH3:52])[CH3:53])=[O:54])[CH:40]1[O:41][C:42]([C:43]([CH3:44])([CH3:45])[CH3:46])=[O:47].[CH3:64][C:65]#[N:66].[K+:26].[K+:27].[O:67]1[CH2:68][CH2:69][CH2:70][CH2:71]1>>[C:1]([CH3:2])(=[O:3])[n:4]1[n:5][c:6]([O:21][CH:36]2[CH:35]([O:34][C:28]([C:29]([CH3:30])([CH3:31])[CH3:32])=[O:33])[CH:40]([O:41][C:42]([C:43]([CH3:44])([CH3:45])[CH3:46])=[O:47])[CH:39]([O:48][C:49]([C:50]([CH3:51])([CH3:52])[CH3:53])=[O:54])[CH:38]([CH2:55][O:56][C:57]([C:58]([CH3:59])([CH3:60])[CH3:61])=[O:62])[O:37]2)[c:7]([CH2:10][c:11]2[cH:12][cH:13][c:14]([O:17][CH:18]([CH3:19])[CH3:20])[cH:15][cH:16]2)[c:8]1[CH3:9]. Reactants: ice, Cl (hydrochloric acid), C(COCCO)O (diethylene glycol), C1(=CC=C(C=C1)S(=O)(=O)Cl)C (p-toluenesulfonyl chloride), ice. The solvent is N1=CC=CC=C1 (pyridine). Product: S(=O)(=O)(C1=CC=C(C)C=C1)OCCOCCOS(=O)(=O)C1=CC=C(C)C=C1 (Diethylene Glycol Ditosylate), solid. The yield is 85.0%. Reaction SMILES: [CH2:1]([OH:7])[CH2:2][O:3][CH2:4][CH2:5][OH:6].[C:8]1([CH3:18])[CH:13]=[CH:12][C:11]([S:14](Cl)(=[O:16])=[O:15])=[CH:10][CH:9]=1.Cl>N1C=CC=CC=1>[S:14]([O:7][CH2:1][CH2:2][O:3][CH2:4][CH2:5][O:6][S:14]([C:11]1[CH:12]=[CH:13][C:8]([CH3:18])=[CH:9][CH:10]=1)(=[O:16])=[O:15])([C:11]1[CH:12]=[CH:13][C:8]([CH3:18])=[CH:9][CH:10]=1)(=[O:16])=[O:15]. Reported procedure: A 500 mL eggplant-shaped flask was charged with diethylene glycol 13 (15.0 mL, 155 mmol) and pyridine (300 mL), and p-toluenesulfonyl chloride (68.0 g, 351 mmol) was gradually added thereto in an ice bath. The mixture was stirred for 4 hours in the ice bath. Thereafter, a 1-L Erlenmeyer flask containing ice was charged with the reaction solution, and a concentrated hydrochloric acid (220 mL) was added thereto in the ice bath to adjust its pH to 4. The reaction mixture was subjected to suction fi...